This data is from the Open Reaction Database (ORD), a public repository of structured organic reaction records. The task is: describe an organic reaction: reactants, conditions, products, and yield Yields the product C(C)OC(CCC1(OC2=C(C(C1)=O)C=CC(=C2CCC)OCCCOC2=CC=CC=1CCCCC21)CCC(=O)O)=O (3,4-dihydro-4-oxo-8-propyl-7-[3-[(5,6,7,8-tetrahydro-1-naphthalenyl)oxy]propoxy]-2H-1-benzopyran-2,2-dipropanoic acid monoethyl ester). Reaction SMILES: [O:1]=[C:2]1[C:7]2[CH:8]=[CH:9][C:10]([O:15][CH2:16][CH2:17][CH2:18][O:19][C:20]3[C:29]4[CH2:28][CH2:27][CH2:26][CH2:25][C:24]=4[CH:23]=[CH:22][CH:21]=3)=[C:11]([CH2:12][CH2:13][CH3:14])[C:6]=2[O:5][C:4]([CH2:35][CH2:36][C:37]([OH:39])=[O:38])([CH2:30][CH2:31][C:32]([OH:34])=[O:33])[CH2:3]1.N12CCCN=C1CCC[CH2:42][CH2:41]2.ICC>CN(C)C=O>[CH2:41]([O:33][C:32](=[O:34])[CH2:31][CH2:30][C:4]1([CH2:35][CH2:36][C:37]([OH:39])=[O:38])[CH2:3][C:2](=[O:1])[C:7]2[CH:8]=[CH:9][C:10]([O:15][CH2:16][CH2:17][CH2:18][O:19][C:20]3[C:29]4[CH2:28][CH2:27][CH2:26][CH2:25][C:24]=4[CH:23]=[CH:22][CH:21]=3)=[C:11]([CH2:12][CH2:13][CH3:14])[C:6]=2[O:5]1)[CH3:42]. Run at time 8 hour. The solvent is CN(C=O)C (dimethylformamide). Starting materials: O=C1CC(OC2=C1C=CC(=C2CCC)OCCCOC2=CC=CC=1CCCCC21)(CCC(=O)O)CCC(=O)O (3,4-dihydro-4-oxo-8-propyl-7-[3-[(5,6,7,8-tetrahydro-1-naphthalenyl)oxy]propoxy]-2H-1-benzopyran-2,2-dipropanoic acid), N12CCCCCC2=NCCC1 (1,8-diazabicyclo (5.4.0)undec-7-ene), ICC (iodoethane). Procedure details: To a solution of the titled product of Example 43 (676 mg, 1.25 mmol) in 5 ml of dimethylformamide (DMF) was added 190 mg (1.25 mmol) of 1,8-diazabicyclo (5.4.0)undec-7-ene followed by 585 mg (3.75 mmol) of iodoethane. After stirring overnight at room temperature, the solvent was removed under reduced pressure. The residue was dissolved in CH2Cl2. The solution was then washed with 3N hydrochloric acid, dried (Na2SO4), filtered, and the solvent removed on a rotary evaporator. The residue was chro... Product: C(C)C(C=O)CCCOS(=O)(=O)C (2-ethyl-5-mesyloxypentanal). Solvent: C(C)OCC (diethyl ether), Cl (HCl). As a reaction SMILES: C[O:2][CH:3](OC)[CH:4]([CH2:13][CH3:14])[CH2:5][CH2:6][CH2:7][O:8][S:9]([CH3:12])(=[O:11])=[O:10].C(=O)([O-])[O-].[K+].[K+]>C(OCC)C.Cl>[CH2:13]([CH:4]([CH2:5][CH2:6][CH2:7][O:8][S:9]([CH3:12])(=[O:10])=[O:11])[CH:3]=[O:2])[CH3:14] |f:1.2.3|. Procedure details: To a solution of 2.55 g (0.01 mol) of 4-dimethoxymethyl-1-methanesulfonyloxyhexane in 40 ml of diethyl ether, 20 ml of 1.2 N HCl was added and the mixture stirred at reflux for 12 h. Solid potassium carbonate (3 g) was slowly added, the organic layer separated and the aqueous layer extracted with 25 ml of ether. The combined ether solutions were washed with brine, dried over magnesium sulfate, filtered and concentrated to 1.66 g of the aldehyde IXe; The reactants are COC(C(CCCOS(=O)(=O)C)CC)OC (4-dimethoxymethyl-1-methanesulfonyloxyhexane), C([O-])([O-])=O.[K+].[K+] (potassium carbonate). Reactants: ice, BrCC=1C=C(C=CC1)C1=CC=CC=C1 (3-bromomethylbiphenyl), BrCC=1C=C(C=CC1)C1=CC=CC=C1 (3-Bromomethylbiphenyl), ice, ClC(=CC1C(C1C(=O)O)(C)C)Cl (3-(2,2-dichloroethenyl)-2,2-dimethylcyclopropanecarboxylic acid), CCCCCCC (heptane), [OH-].[K+] (Potassium hydroxide). The reagents and catalysts are N12CCN(CC1)CC2 (1,4-diazabicyclo[2.2.2]octane). Run in C(C)#N (acetonitrile), O (water). The product is ClC(=CC1C(C1C(=O)OCC=1C=C(C=CC1)C1=CC=CC=C1)(C)C)Cl ([1,1'-biphenyl]-3-ylmethyl 3-(2,2-dichloroethenyl)-2,2-dimethylcyclopropanecarboxylate). Isolated yield 54.1%. RXN SMILES: [OH-].[K+].[Cl:3][C:4]([Cl:14])=[CH:5][CH:6]1[CH:8]([C:9]([OH:11])=[O:10])[C:7]1([CH3:13])[CH3:12].CCCCCCC.Br[CH2:23][C:24]1[CH:25]=[C:26]([C:30]2[CH:35]=[CH:34][CH:33]=[CH:32][CH:31]=2)[CH:27]=[CH:28][CH:29]=1>O.C(#N)C.N12CCN(CC1)CC2>[Cl:3][C:4]([Cl:14])=[CH:5][CH:6]1[CH:8]([C:9]([O:11][CH2:23][C:24]2[CH:25]=[C:26]([C:30]3[CH:35]=[CH:34][CH:33]=[CH:32][CH:31]=3)[CH:27]=[CH:28][CH:29]=2)=[O:10])[C:7]1([CH3:12])[CH3:13] |f:0.1|. Procedure: Potassium hydroxide (2.0 g, 0.032 mole) was dissolved in 7 ml of water. To this solution was added 3-(2,2-dichloroethenyl)-2,2-dimethylcyclopropanecarboxylic acid (6.6 g, 0.032 mole), which may be prepared according to the method of Farkas, et al., loc. cit. After dissolution, 100 ml of heptane was added, and the mixture was heated under reflux using a DeanStarke trap to remove the water from the mixture. The dry mixture was then cooled to 60°, and a solution of 3-bromomethylbiphenyl (7.5 g, 0.0... The reactants are FC1=CC=C(C=C1)CC1=CN=C2C(=C(C(NC2=C1)=O)C(=O)OCC)O (ethyl 7-[(4-fluorophenyl)methyl]-4-hydroxy-2-oxo-1,2-dihydro-1,5-naphthyridine-3-carboxylate), NCC1=NC=CC=C1 (2-(aminomethyl)pyridine). Yields the product FC1=CC=C(C=C1)CC1=CN=C2C(=C(C(NC2=C1)=O)C(=O)NCC1=NC=CC=C1)O (7-[(4-Fluorophenyl)methyl]-4-hydroxy-2-oxo-N-(2-pyridinylmethyl)-1,2-dihydro-1,5-naphthyridine-3-carboxamide). RXN SMILES: [F:1][C:2]1[CH:7]=[CH:6][C:5]([CH2:8][C:9]2[CH:18]=[C:17]3[C:12]([C:13]([OH:25])=[C:14]([C:20]([O:22]CC)=O)[C:15](=[O:19])[NH:16]3)=[N:11][CH:10]=2)=[CH:4][CH:3]=1.[NH2:26][CH2:27][C:28]1[CH:33]=[CH:32][CH:31]=[CH:30][N:29]=1>>[F:1][C:2]1[CH:3]=[CH:4][C:5]([CH2:8][C:9]2[CH:18]=[C:17]3[C:12]([C:13]([OH:25])=[C:14]([C:20]([NH:26][CH2:27][C:28]4[CH:33]=[CH:32][CH:31]=[CH:30][N:29]=4)=[O:22])[C:15](=[O:19])[NH:16]3)=[N:11][CH:10]=2)=[CH:6][CH:7]=1. Procedure: This compound was prepared from ethyl 7-[(4-fluorophenyl)methyl]-4-hydroxy-2-oxo-1,2-dihydro-1,5-naphthyridine-3-carboxylate and 2-(aminomethyl)pyridine employing methods similar to those described in Example 2 and was obtained as a white solid: 1H NMR (d6-DMSO) δ 12.30 (1H, br), 11.21 (1H, br), 10.20 (1H, br), 8.52 (1H, d, J=4.2 Hz), 8.26 (1H, br s), 7.75 (1H, t, J=7.6 Hz), 7.36-7.24 (5H, m), 7.15 (2H, t, J=8.9 Hz), 4.62 (2H, br m), 4.04 (2H, s); ES+ MS: 405 (M+H, 100). Reactants: COC=1C=CC=C(C1C=2C=CC=CC2P(C3CCCCC3)C4CCCCC4)OC (Sphos), C([O-])([O-])=O.[Cs+].[Cs+] (cesium carbonate), BrC1=C(C(=C2N3CCC(OCCCC[C@@H](OC=4C=CC(=CC4C4=CC=CC(C5=CN2C1=N5)=C4)F)C)(CC3)C)[C@@H](C(=O)OC)OC(C)(C)C)C (Methyl(2S)-2-[(22S)-5-bromo-17-fluoro-4,22,28-trimethyl-21,27-dioxa-1,7,34-triazahexacyclo[26.2.2.16,9.110,14.02,7.015,20]tetratriaconta-2,4,6(34),8,10(33),11,13,15(20),16,18-decaen-3-yl]-2-(tert-butoxy)acetate), [B-](C=C)(F)(F)F.[K+] (potassium trifluoro(vinyl)borate). The reagents and catalysts are CC(=O)[O-].CC(=O)[O-].[Pd+2] (Pd(OAc)2). Run in CN(C)C=O (DMF), O (water). Run at temperature 80 celsius, time 2 hour. The product is C(C)(C)(C)O[C@H](C(=O)OC)C1=C2N3CCC(OCCCC[C@@H](OC=4C=CC(=CC4C4=CC=CC(C5=CN2C(C(=C1C)C=C)=N5)=C4)F)C)(CC3)C (Methyl(2S)-2-(tert-butoxy)-2-[(22S)-5-ethenyl-17-fluoro-4,22,28-trimethyl-21,27-dioxa-1,7,34-triazahexacyclo[26.2.2.16,9.110,14.02,7.015,20]tetratriaconta-2,4,6(34),8,10(33),11,13,15(20),16,18-decaen-3-yl]acetate). The yield is 465.3%. Reaction SMILES: Br[C:2]1[C:31]2=[N:32][C:28]3=[CH:29][N:30]2[C:5]([N:6]2[CH2:37][CH2:36]C(C)([O:10][CH2:11][CH2:12][CH2:13][CH2:14][C@H:15]([CH3:35])[O:16][C:17]4[CH:18]=[CH:19][C:20]([F:34])=[CH:21][C:22]=4[C:23]4[CH:33]=[C:27]3[CH:26]=[CH:25][CH:24]=4)[CH2:8][CH2:7]2)=[C:4]([C@H:39]([O:44][C:45]([CH3:48])([CH3:47])[CH3:46])[C:40]([O:42][CH3:43])=[O:41])[C:3]=1[CH3:49].[B-](F)(F)(F)[CH:51]=[CH2:52].[K+].CO[C:59]1C=CC=C(OC)[C:64]=1C1C=CC=CC=1P(C1CCCCC1)C1CCCCC1.C(=O)([O-])[O-].[Cs+].[Cs+]>CN(C=O)C.O.CC([O-])=O.CC([O-])=O.[Pd+2]>[C:45]([O:44][C@@H:39]([C:4]1[C:3]([CH3:49])=[C:2]([CH:59]=[CH2:64])[C:31]2=[N:32][C:28]3=[CH:29][N:30]2[C:5]=1[N:6]1[CH2:7][CH2:8][C:51]([CH3:52])([O:10][CH2:11][CH2:12][CH2:13][CH2:14][C@H:15]([CH3:35])[O:16][C:17]2[CH:18]=[CH:19][C:20]([F:34])=[CH:21][C:22]=2[C:23]2[CH:33]=[C:27]3[CH:26]=[CH:25][CH:24]=2)[CH2:36][CH2:37]1)[C:40]([O:42][CH3:43])=[O:41])([CH3:48])([CH3:46])[CH3:47] |f:1.2,4.5.6,9.10.11|. Reported procedure: Methyl(2S)-2-[(22S)-5-bromo-17-fluoro-4,22,28-trimethyl-21,27-dioxa-1,7,34-triazahexacyclo[26.2.2.16,9.110,14.02,7.015,20]tetratriaconta-2,4,6(34),8,10(33),11,13,15(20),16,18-decaen-3-yl]-2-(tert-butoxy)acetate (40 mg, 0.054 mmol, 1.0 equiv), potassium trifluoro(vinyl)borate (36.4 mg, 0.271 mmol, 5 equiv) were mixed in DMF (1.0 mL) and water (0.10 mL). To this solution was added Pd(OAc)2 (1.21 mg, 0.005 mmol, 0.1 equiv), Sphos (4.46 mg, 0.011 mmol, 0.2 equiv) and cesium carbonate (35.4 mg, 0.11 ...